The task is: describe an organic reaction: reactants, conditions, products, and yield. This data is from the Open Reaction Database (ORD), a public repository of structured organic reaction records. The reactants are CO, Cl, CC1(C)CCC(NC=O)(c2ccc(=O)[nH]c2)CC1. Product: Cl, CC1(C)CCC(N)(c2ccc(=O)[nH]c2)CC1. As a reaction SMILES: [CH3:20][OH:21].[ClH:1].[O:2]=[c:3]1[cH:4][cH:5][c:6]([C:9]2([NH:17][CH:18]=[O:19])[CH2:10][CH2:11][C:12]([CH3:15])([CH3:16])[CH2:13][CH2:14]2)[cH:7][nH:8]1>>[ClH:1].[O:2]=[c:3]1[cH:4][cH:5][c:6]([C:9]2([NH2:17])[CH2:10][CH2:11][C:12]([CH3:15])([CH3:16])[CH2:13][CH2:14]2)[cH:7][nH:8]1. Reactants: ClC1=C(C=NC2=C(C=CC(=C12)F)F)C(=O)OCC (4-chloro-3-ethoxycarbonyl-5,8-difluoroquinoline), BrC=1C=C(N)C=CC1 (3-bromoaniline). The solvent is CC(C)O (2-propanol). Product: BrC=1C=C(C=CC1)NC1=C(C=NC2=C(C=CC(=C12)F)F)C(=O)OCC (4-(3-Bromophenylamino)-3-ethoxycarbonyl-5,8-difluoroquinoline). The yield is 40.5%. Reaction SMILES: Cl[C:2]1[C:11]2[C:6](=[C:7]([F:13])[CH:8]=[CH:9][C:10]=2[F:12])[N:5]=[CH:4][C:3]=1[C:14]([O:16][CH2:17][CH3:18])=[O:15].[Br:19][C:20]1[CH:21]=[C:22]([CH:24]=[CH:25][CH:26]=1)[NH2:23]>CC(O)C>[Br:19][C:20]1[CH:21]=[C:22]([NH:23][C:2]2[C:11]3[C:6](=[C:7]([F:13])[CH:8]=[CH:9][C:10]=3[F:12])[N:5]=[CH:4][C:3]=2[C:14]([O:16][CH2:17][CH3:18])=[O:15])[CH:24]=[CH:25][CH:26]=1. Procedure: The reaction mixture of 200.0 mg (0.74 mmol) of 4-chloro-3-ethoxycarbonyl-5,8-difluoroquinoline and 155.1 mg (0.88 mmol) of 3-bromoaniline in 4.0 mL of 2-propanol was refluxed for 2 h and cooled down. The yellow precipitate was filtered, washed with cold 2-propanol, and dried in oven at 30° C. overnight to give 122.0 mg (40%) of the title compound. Starting materials: [Cl-].[NH4+] (ammonium chloride), 1-(11,12-Oxidododecyl)-3,7-dimethylxanthine, C=O (paraformaldehyde), [Mg] (magnesium), II (iodine), C(CCCCCCCCC=C)Br (10-undecenyl bromide). Run in O1CCCC1 (tetrahydrofuran), O1CCCC1 (tetrahydrofuran), O1CCCC1 (tetrahydrofuran). Reaction conditions: time 30 minute. The product is C(CCCCCCCCCC=C)O (11-dodecenyl alcohol). Isolated yield 66.8%. Reaction SMILES: [Mg].II.[CH2:4](Br)[CH2:5][CH2:6][CH2:7][CH2:8][CH2:9][CH2:10][CH2:11][CH2:12][CH:13]=[CH2:14].[CH2:16]=[O:17].[Cl-].[NH4+]>O1CCCC1>[CH2:16]([OH:17])[CH2:14][CH2:13][CH2:12][CH2:11][CH2:10][CH2:9][CH2:8][CH2:7][CH2:6][CH:5]=[CH2:4] |f:4.5|. Reported procedure: This example illustrates a synthesis of 1-(11,12-Oxidododecyl)-3,7-dimethylxanthine (inventive compound no. 2518). To a suspension of magnesium (6.4 g, 265 mmol) and a crystal of iodine in tetrahydrofuran (40 mL) was added 10-undecenyl bromide (12.25 g, 53.0 mmol, available from MTM) in tetrahydrofuran (30 mL) over 30 minutes and the reaction stirred for a further 30 minutes after the addition was complete. The solution was added via a canula over 5 minutes to a suspension of paraformaldehyde (1... The reactants are COC(=O)c1ccc(CC2CCC(C(O[Si](C)(C)C(C)(C)C)c3cccnc3)N2C(=O)OC(C)(C)C)cc1, CCCC[N+](CCCC)(CCCC)CCCC, [F-], C1CCOC1, O. Yields the product COC(=O)c1ccc(CC2CCC(C(O)c3cccnc3)N2C(=O)OC(C)(C)C)cc1. RXN SMILES: [C:1]([Si:2]([CH3:3])([CH3:4])[O:6][CH:7]([CH:8]1[N:9]([C:24](=[O:25])[O:26][C:27]([CH3:28])([CH3:29])[CH3:30])[CH:10]([CH2:13][c:14]2[cH:15][cH:16][c:17]([C:20](=[O:21])[O:22][CH3:23])[cH:18][cH:19]2)[CH2:11][CH2:12]1)[c:31]1[cH:32][n:33][cH:34][cH:35][cH:36]1)([CH3:5])([CH3:37])[CH3:38].[CH2:45]([N+:46]([CH2:47][CH2:48][CH2:49][CH3:50])([CH2:51][CH2:52][CH2:53][CH3:54])[CH2:55][CH2:56][CH2:57][CH3:58])[CH2:59][CH2:60][CH3:61].[F-:44].[O:39]1[CH2:40][CH2:41][CH2:42][CH2:43]1.[OH2:62]>>[OH:6][CH:7]([CH:8]1[N:9]([C:24](=[O:25])[O:26][C:27]([CH3:28])([CH3:29])[CH3:30])[CH:10]([CH2:13][c:14]2[cH:15][cH:16][c:17]([C:20](=[O:21])[O:22][CH3:23])[cH:18][cH:19]2)[CH2:11][CH2:12]1)[c:31]1[cH:32][n:33][cH:34][cH:35][cH:36]1. The reactants are [H][H] (hydrogen), O.Cl.Cl.CN(C1CCN(CC1)CC1=CC=CC=C1)C1=CC(=CC=C1)C.CN(C1CCN(CC1)CC1=CC=CC=C1)C1=CC(=CC=C1)C.Cl.Cl (N-methyl-N-(3-methylphenyl)-1-(phenylmethyl)-4-piperidinamine dihydrochloride hemihydrate). Reagents/catalysts: [Pd] (palladium-on-charcoal). The solvent is CO (methanol). Product: O.Cl.Cl.CN(C1CCNCC1)C1=CC(=CC=C1)C (N-methyl-N-(3-methylphenyl)-4-piperidinamine dihydrochloride monohydrate). The yield is 60.9%. Reaction SMILES: [OH2:1].[ClH:2].Cl.[CH3:4][N:5]([C:19]1[CH:24]=[CH:23][CH:22]=[C:21]([CH3:25])[CH:20]=1)[CH:6]1[CH2:11][CH2:10][N:9](CC2C=CC=CC=2)[CH2:8][CH2:7]1.CN(C1C=CC=C(C)C=1)C1CCN(CC2C=CC=CC=2)CC1.Cl.Cl.[H][H]>[Pd].CO>[OH2:1].[ClH:2].[ClH:2].[CH3:4][N:5]([C:19]1[CH:24]=[CH:23][CH:22]=[C:21]([CH3:25])[CH:20]=1)[CH:6]1[CH2:11][CH2:10][NH:9][CH2:8][CH2:7]1 |f:0.1.2.3.4.5.6,10.11.12.13|. Procedure details: A mixture of 9 parts of N-methyl-N-(3-methylphenyl)-1-(phenylmethyl)-4-piperidinamine dihydrochloride hemihydrate and 200 parts of methanol was hydrogenated at normal pressure and at room temperature with 2 parts of palladium-on-charcoal catalyst 10%. After the calculated amount of hydrogen was taken up, the catalyst was filtered off over Hyflo and the filtrate was evaporated. The residue was converted into the hydrochloride salt in 2-propanol. The salt was filtered off and dried, yielding 1.5 p... Starting materials: C[O-].[Na+] (sodium methoxide), C(#N)CN1S(=O)(=O)C2=CC=CC=C2C1=O (N-cyanomethylsaccharin), CO (methanol), Cl (HCl). Reaction conditions: time 1 hour. The product is C(=O)(OC)C1=C(C=CC=C1)S(=O)(=O)NCC#N (o-carbomethoxy-N-cyanomethylbenzenesulfonamide). As a reaction SMILES: [C:1]([CH2:3][N:4]1C(=O)[C:13]2[C:8](=[CH:9][CH:10]=[CH:11][CH:12]=2)[S:5]1(=[O:7])=[O:6])#[N:2].[CH3:16][O-:17].[Na+].Cl.[CH3:20][OH:21]>>[C:16]([C:9]1[CH:10]=[CH:11][CH:12]=[CH:13][C:8]=1[S:5]([NH:4][CH2:3][C:1]#[N:2])(=[O:7])=[O:6])([O:21][CH3:20])=[O:17] |f:1.2|. Procedure details: To a suspension of N-cyanomethylsaccharin (276 g) in methanol (1000 ml) was added dropwise 28% sodium methoxide (145 ml) over 30 minutes at 5°-10° C. After stirring at 5°-10° C. for 1 hour, 6N HCl (ca. 230 ml) was added dropwise maintaining the temperature at 10°-15° C. The resulting crystals were collected by filtration, washed with water and dried in vacuo at 50° C. for 16 hours to give o-carbomethoxy-N-cyanomethylbenzenesulfonamide, 264 g (78.7%). Reactants: B(Br)(Br)Br (boron tribromide), COC[C@H](C)OC=1C=C(OC2=NC=C(N=C2)S(=O)(=O)C)C=C(C1)C=1NC(=CC1)C=1OC[C@H](N1)C (2-(3-{[(2S)-1-Methoxypropan-2-yl]oxy}-5-{5-[(4R)-4-methyl-4,5-dihydro-1,3-oxazol-2-yl]-1H-pyrrol-2-yl}phenoxy)-5-(methylsulfonyl)pyrazine), C(O)([O-])=O.[Na+] (sodium hydrogencarbonate). Solvent: C(Cl)Cl (methylene chloride). Reaction conditions: time 3 hour. Yields the product C[C@H]1N=C(OC1)C1=CC=C(N1)C=1C=C(O[C@H](CO)C)C=C(C1)OC1=NC=C(N=C1)S(=O)(=O)C ((2S)-2-(3-{5-[(4R)-4-Methyl-4,5-dihydro-1,3-oxazol-2-yl]-1H-pyrrol-2-yl}-5-{[5-(methylsulfonyl)pyrazin-2-yl]oxy}phenoxy)propan-1-ol). Yield: 74.3%. Reaction SMILES: C[O:2][CH2:3][C@@H:4]([O:6][C:7]1[CH:8]=[C:9]([CH:21]=[C:22]([C:24]2[NH:25][C:26]([C:29]3[O:30][CH2:31][C@@H:32]([CH3:34])[N:33]=3)=[CH:27][CH:28]=2)[CH:23]=1)[O:10][C:11]1[CH:16]=[N:15][C:14]([S:17]([CH3:20])(=[O:19])=[O:18])=[CH:13][N:12]=1)[CH3:5].B(Br)(Br)Br.C(=O)([O-])O.[Na+]>C(Cl)Cl>[CH3:34][C@@H:32]1[CH2:31][O:30][C:29]([C:26]2[NH:25][C:24]([C:22]3[CH:23]=[C:7]([CH:8]=[C:9]([O:10][C:11]4[CH:16]=[N:15][C:14]([S:17]([CH3:20])(=[O:19])=[O:18])=[CH:13][N:12]=4)[CH:21]=3)[O:6][C@@H:4]([CH3:5])[CH2:3][OH:2])=[CH:28][CH:27]=2)=[N:33]1 |f:2.3|. Reported procedure: 2-(3-{[(2S)-1-Methoxypropan-2-yl]oxy}-5-{5-[(4R)-4-methyl-4,5-dihydro-1,3-oxazol-2-yl]-1H-pyrrol-2-yl}phenoxy)-5-(methylsulfonyl)pyrazine (456 mg, 0.94 mmol) synthesized in Example (107e) was dissolved in methylene chloride (5.0 mL), and boron tribromide (1.0 mol/L methylene chloride solution, 1.50 mL, 1.50 mmol) was added dropwise at −78° C., followed by stirring at room temperature for 3 hours under nitrogen atmosphere. To this reaction solution, a saturated aqueous sodium hydrogencarbonate so... Reactants: ice water, C1(CCCCC1)N=C=O (Cyclohexyl isocyanate), COC=1C=C2C=NN=C(C2=CC1OC)N1CCC(CC1)CCNC (6,7-dimethoxy-1-[4-[2-(methylamino)ethyl]piperidino]phthalazine). Run in C(Cl)(Cl)Cl (chloroform), C(Cl)(Cl)Cl (chloroform). Yields the product COC=1C=C2C=NN=C(C2=CC1OC)N1CCC(CC1)CCN(C(=O)NC1CCCCC1)C (6,7-dimethoxy-1-[4-[2-(3-cyclohexyl-1-methylureido)ethyl]piperidino]phthalazine). As a reaction SMILES: [CH:1]1([N:7]=[C:8]=[O:9])[CH2:6][CH2:5][CH2:4][CH2:3][CH2:2]1.[CH3:10][O:11][C:12]1[CH:13]=[C:14]2[C:19](=[CH:20][C:21]=1[O:22][CH3:23])[C:18]([N:24]1[CH2:29][CH2:28][CH:27]([CH2:30][CH2:31][NH:32][CH3:33])[CH2:26][CH2:25]1)=[N:17][N:16]=[CH:15]2>C(Cl)(Cl)Cl>[CH3:10][O:11][C:12]1[CH:13]=[C:14]2[C:19](=[CH:20][C:21]=1[O:22][CH3:23])[C:18]([N:24]1[CH2:29][CH2:28][CH:27]([CH2:30][CH2:31][N:32]([CH3:33])[C:8]([NH:7][CH:1]3[CH2:6][CH2:5][CH2:4][CH2:3][CH2:2]3)=[O:9])[CH2:26][CH2:25]1)=[N:17][N:16]=[CH:15]2. Reported procedure: Cyclohexyl isocyanate (0.5 g.) in dry chloroform (5 ml.) was added dropwise to 6,7-dimethoxy-1-[4-[2-(methylamino)ethyl]piperidino]phthalazine (1.0 g.) in dry chloroform (10 ml.) with stirring and ice-water cooling. After further stirring at room temperature (20°) for 1 hour the mixture was concentrated in vacuo, triturated with minimum quantity of ethyl acetate and filtered. The resultant solid was dissolved in methylene chloride (10 ml.), filtered, treated with ethyl acetate (20 ml.) and gentl...